This data is from the Open Reaction Database (ORD), a public repository of structured organic reaction records. The task is: describe an organic reaction: reactants, conditions, products, and yield The reactants are FC(CN=C(NC=1SC=C(N1)CCCCN=C=S)N)(F)F (2-[2-(2,2,2-trifluoroethyl)guanidino]-4-(4-isothiocyanatobutyl)thiazole), C1(=C(C=CC=C1)N)N (o-phenylenediamine). Solvent: alcohol. Product: FC(CN=C(NC=1SC=C(N1)CCCCNC(=S)NC1=C(C=CC=C1)N)N)(F)F (2-[2-(2,2,2-trifluoroethyl)guanidino]-4-[4-(3-[2-aminophenyl]thioureido)butyl]thiazole). As a reaction SMILES: [F:1][C:2]([F:21])([F:20])[CH2:3][N:4]=[C:5]([NH2:19])[NH:6][C:7]1[S:8][CH:9]=[C:10]([CH2:12][CH2:13][CH2:14][CH2:15][N:16]=[C:17]=[S:18])[N:11]=1.[C:22]1([NH2:29])[CH:27]=[CH:26][CH:25]=[CH:24][C:23]=1[NH2:28]>>[F:21][C:2]([F:1])([F:20])[CH2:3][N:4]=[C:5]([NH2:19])[NH:6][C:7]1[S:8][CH:9]=[C:10]([CH2:12][CH2:13][CH2:14][CH2:15][NH:16][C:17]([NH:28][C:23]2[CH:24]=[CH:25][CH:26]=[CH:27][C:22]=2[NH2:29])=[S:18])[N:11]=1. Procedure details: A mixture of 2-[2-(2,2,2-trifluoroethyl)guanidino]-4-(4-isothiocyanatobutyl)thiazole (0.33 g.) and o-phenylenediamine in alcohol (5 ml.) was heated under reflux for 2 hours. Evaporation of the reaction mixture to dryness gave 2-[2-(2,2,2-trifluoroethyl)guanidino]-4-[4-(3-[2-aminophenyl]thioureido)butyl]thiazole as an oil which was used without further purification. Starting materials: FC(C(=O)O)(F)F (Trifluoroacetic acid), C(C)(C)(C)OC(=O)N1CCC(CC1)OC1=CC(=CC(=C1)Cl)Cl (N-tert-butoxycarbonyl-4-(3,5-dichlorophenoxy)piperidine). Run in ClCCl (dichloromethane). Run at time 30 minute. Product: ClC=1C=C(OC2CCNCC2)C=C(C1)Cl (4-(3,5-Dichlorophenoxy)piperidine). RXN SMILES: FC(F)(F)C(O)=O.C(OC([N:15]1[CH2:20][CH2:19][CH:18]([O:21][C:22]2[CH:27]=[C:26]([Cl:28])[CH:25]=[C:24]([Cl:29])[CH:23]=2)[CH2:17][CH2:16]1)=O)(C)(C)C>ClCCl>[Cl:29][C:24]1[CH:23]=[C:22]([CH:27]=[C:26]([Cl:28])[CH:25]=1)[O:21][CH:18]1[CH2:19][CH2:20][NH:15][CH2:16][CH2:17]1. Procedure: Trifluoroacetic acid (10 mL) was added to a solution of N-tert-butoxycarbonyl-4-(3,5-dichlorophenoxy)piperidine (A, 815 mg) in dichloromethane (20 mL) at room temperature. After stirring at room temperature for 30 min, the reaction mixture was evaporated in vacuo. The residue was partitioned between chloroform and saturated sodium hydrogen carbonate. The organic layer was dried over anhydrous sodium sulfate and then concentrated in vacuo to give the title compound, which was washed with hexane a... Run in CCCCCC (hexane). The reactants are C1(C=CCC=C1)=O (2,5-cyclohexadien-1-one), solution, Cl (HCl), C(CCC)C1(C(=CC(CC1(C)C)=O)C)O (4-butyl-4-hydroxy-3,5,5-trimethyl-2-cyclohexen-1-one). As a reaction SMILES: [CH2:1]([C:5]1(O)[C:10]([CH3:12])(C)[CH2:9][C:8](=[O:13])[CH:7]=[C:6]1[CH3:14])[CH2:2][CH2:3][CH3:4].Cl.[C:17]1(=O)C=CCC=C1>CCCCCC>[CH2:1]([C:5]1([CH3:17])[C:6]([CH3:14])=[CH:7][C:8](=[O:13])[CH:9]=[C:10]1[CH3:12])[CH2:2][CH2:3][CH3:4]. Procedure: A solution of 7 g of 4-butyl-4-hydroxy-3,5,5-trimethyl-2-cyclohexen-1-one (prepared by the procedure of Example IV) in hexane is stirred overnight with 10 ml of a 5% solution of HCl. The hexane is separated and evaporated, and the residue is distilled through a micro column using triethanolamine as a still base. The product obtained is 4-butyl-3,4,5-trimethyl-(2,5-cyclohexadien-1-one, boiling point 112°-119° C. at 0.1 mm Hg. The compound exhibits the following spectral characteristics: The product is C(CCC)C1(C(=CC(C=C1C)=O)C)C (4-BUTYL-3,4,5-TRIMETHYL-2,5-CYCLOHEXADIEN-1-ONE).